From a dataset of the Open Reaction Database (ORD), a public repository of structured organic reaction records. describe an organic reaction: reactants, conditions, products, and yield Reactants: [OH-].[Na+] (sodium hydroxide), CC(=O)OCC1=C(N2[C@@H]([C@@H](C2=O)NC(=O)CCCC(=O)O)SC1)C(=O)O (Glutaryl 7ACA), [Cl-].[Ca+2].[Cl-] (calcium chloride), [OH-].[Na+] (sodium hydroxide), CC(=O)OCC1=C(N2[C@@H]([C@@H](C2=O)NC(=O)CCCC(=O)O)SC1)C(=O)O (glutaryl 7ACA), [OH-].[Na+] (sodium hydroxide). The solvent is O (water). Reaction conditions: time 2.5 hour. Product: C1C(=C(N2[C@H](S1)[C@@H](C2=O)NC(=O)CCCC(=O)O)C(=O)O)CO (desacetyl glutaryl 7ACA). Isolated yield 83.0%. RXN SMILES: CC([O:4][CH2:5][C:6]1[CH2:23][S:22][C@@H:9]2[C@H:10]([NH:13][C:14]([CH2:16][CH2:17][CH2:18][C:19]([OH:21])=[O:20])=[O:15])[C:11](=[O:12])[N:8]2[C:7]=1[C:24]([OH:26])=[O:25])=O.[OH-].[Na+].[Cl-].[Ca+2].[Cl-]>O>[CH2:23]1[S:22][C@@H:9]2[C@H:10]([NH:13][C:14]([CH2:16][CH2:17][CH2:18][C:19]([OH:21])=[O:20])=[O:15])[C:11](=[O:12])[N:8]2[C:7]([C:24]([OH:26])=[O:25])=[C:6]1[CH2:5][OH:4] |f:1.2,3.4.5|. Procedure details: Glutaryl 7ACA (4.0 g) is slurried in 60 ml water and the pH is adjusted to 3.5 to 4.0 with 20% sodium hydroxide to dissolve the glutaryl 7ACA. To the solution is added 2.2 g calcium chloride and the pH is adjusted to 5.5 to 6.0 with 20% sodium hydroxide. Yeast esterase (0.4 g) is added and the solution is stirred at 22°-25° C. for 2.5 hours while maintaining the pH at 5.9-6.1 with 20% sodium hydroxide. The yield by HPLC to desacetyl glutaryl 7ACA is 97% with the ratio of desacetyl glutaryl 7ACA ...